From a dataset of the Open Reaction Database (ORD), a public repository of structured organic reaction records. describe an organic reaction: reactants, conditions, products, and yield Starting materials: C1(=CC=CC=C1)O (phenol), O[C@H](CCNC(OC(C)(C)C)=O)C1=CC(=CC=C1)O ((R)-tert-butyl 3-hydroxy-3-(3-hydroxyphenyl)propylcarbamate), S(=O)(=O)(C1=CC=C(C)C=C1)OCC1CCN(CC1)C(=O)OC(C)(C)C (tert-butyl 4-((tosyloxy)methyl)piperidine-1-carboxylate). Yields the product C(C)(C)(C)OC(=O)NCC[C@@H](O)C=1C=C(OCC2CCN(CC2)C(=O)OC(C)(C)C)C=CC1 ((R)-tert-butyl 4-((3-(3-((tert-butoxycarbonyl)amino)-1-hydroxypropyl)phenoxy)methyl)piperidine-1-carboxylate). As a reaction SMILES: C1(O)C=CC=CC=1.[OH:8][C@@H:9]([C:20]1[CH:25]=[CH:24][CH:23]=[C:22]([OH:26])[CH:21]=1)[CH2:10][CH2:11][NH:12][C:13](=[O:19])[O:14][C:15]([CH3:18])([CH3:17])[CH3:16].S(O[CH2:38][CH:39]1[CH2:44][CH2:43][N:42]([C:45]([O:47][C:48]([CH3:51])([CH3:50])[CH3:49])=[O:46])[CH2:41][CH2:40]1)(C1C=CC(C)=CC=1)(=O)=O>>[C:15]([O:14][C:13]([NH:12][CH2:11][CH2:10][C@H:9]([C:20]1[CH:21]=[C:22]([CH:23]=[CH:24][CH:25]=1)[O:26][CH2:38][CH:39]1[CH2:44][CH2:43][N:42]([C:45]([O:47][C:48]([CH3:49])([CH3:51])[CH3:50])=[O:46])[CH2:41][CH2:40]1)[OH:8])=[O:19])([CH3:18])([CH3:17])[CH3:16]. Procedure details: Reaction between phenol (7, Intermediate I) and tert-butyl 4-((tosyloxy)methyl)piperidine-1-carboxylate following the method used in Example 11 gave (R)-tert-butyl 4-((3-(3-((tert-butoxycarbonyl)amino)-1-hydroxypropyl)phenoxy)methyl)piperidine-1-carboxylate as a colorless oil. Yield (53%); 1H NMR (400 MHz, CDCl3): δ 3.49 (d, J=2.0 Hz, 2H), 2.69 (t, J=11.6 Hz, 2H), 1.72 (s, 2H), 1.70 (d, J=14.0 Hz, 1H), 1.51-1.49 (m, 2H), 1.44 (s, 9H), 1.13 (dq, J=4.40, 8.0 Hz, 2H); MS: m/z 317.18 [M+H]+.